This data is from the Open Reaction Database (ORD), a public repository of structured organic reaction records. The task is: describe an organic reaction: reactants, conditions, products, and yield Starting materials: CC(C)c1nc(-c2ccc(Br)cc2)oc1C(C)CO, CCCCP(CCCC)CCCC, COC(=O)CCc1ccc(O)cc1C, Cc1ccccc1, O=C(N=NC(=O)N1CCCCC1)N1CCCCC1. The product is COC(=O)CCc1ccc(OCC(C)c2oc(-c3ccc(Br)cc3)nc2C(C)C)cc1C. As a reaction SMILES: [Br:1][c:2]1[cH:3][cH:4][c:5](-[c:8]2[o:9][c:10]([CH:16]([CH2:17][OH:18])[CH3:19])[c:11]([CH:13]([CH3:14])[CH3:15])[n:12]2)[cH:6][cH:7]1.[CH2:34]([P:35]([CH2:36][CH2:37][CH2:38][CH3:39])[CH2:40][CH2:41][CH2:42][CH3:43])[CH2:44][CH2:45][CH3:46].[CH3:20][O:21][C:22]([CH2:23][CH2:24][c:25]1[c:26]([CH3:32])[cH:27][c:28]([OH:31])[cH:29][cH:30]1)=[O:33].[CH3:65][c:66]1[cH:67][cH:68][cH:69][cH:70][cH:71]1.[N:47]([C:48]([N:49]1[CH2:50][CH2:51][CH2:52][CH2:53][CH2:54]1)=[O:55])=[N:56][C:57]([N:58]1[CH2:59][CH2:60][CH2:61][CH2:62][CH2:63]1)=[O:64]>>[Br:1][c:2]1[cH:3][cH:4][c:5](-[c:8]2[o:9][c:10]([CH:16]([CH2:17][O:18][c:28]3[cH:27][c:26]([CH3:32])[c:25]([CH2:24][CH2:23][C:22]([O:21][CH3:20])=[O:33])[cH:30][cH:29]3)[CH3:19])[c:11]([CH:13]([CH3:14])[CH3:15])[n:12]2)[cH:6][cH:7]1. Reactants: O=Cc1sccc1Cl, [Na], O=S(O)c1ccccn1. The product is O=Cc1sccc1S(=O)(=O)c1ccccn1. As a reaction SMILES: [CH:1](=[O:2])[c:3]1[s:4][cH:5][cH:6][c:7]1[Cl:8].[Na:9].[n:10]1[c:11]([S:16](=[O:17])[OH:18])[cH:12][cH:13][cH:14][cH:15]1>>[CH:1](=[O:2])[c:3]1[s:4][cH:5][cH:6][c:7]1[S:16]([c:11]1[n:10][cH:15][cH:14][cH:13][cH:12]1)(=[O:17])=[O:18]. The reactants are S1C(=CC=C1)CCO (2-thiopheneethanol), O1COCOC1 (1,3,5-trioxane). The reagents and catalysts are [Cl-].[In+3].[Cl-].[Cl-] (indium(III) chloride). The solvent is C(CCC)#N (butyronitrile). Product: S1C=CC=2COCCC21 (6,7-dihydro-4H-thieno[3,2-c]pyrane). Isolated yield 121.2%. Reaction SMILES: [S:1]1[CH:5]=[CH:4][CH:3]=[C:2]1[CH2:6][CH2:7][OH:8].O1COCO[CH2:10]1>[Cl-].[In+3].[Cl-].[Cl-].C(#N)CCC>[S:1]1[C:2]2[CH2:6][CH2:7][O:8][CH2:10][C:3]=2[CH:4]=[CH:5]1 |f:2.3.4.5|. Reported procedure: 10.0 g of 2-thiopheneethanol, 3.5 g of 1,3,5-trioxane, and 862 mg of indium(III) chloride were added to 1,500 mL of butyronitrile, and the resulting mixture was refluxed for 6 hours. The reaction product solution was cooled to room temperature and concentrated by evaporation under reduced pressure. The residue was distilled under reduced pressure to obtain 6.6 g (yield of 60%) of the title compound, of which analysis data were the same as obtained in Example 14.